This data is from the Open Reaction Database (ORD), a public repository of structured organic reaction records. The task is: describe an organic reaction: reactants, conditions, products, and yield Procedure: Prepared in analogous manner to Example 9 from tert.butyl 4'-[(2-n-butylthio-benzimidazol-1-yl)-methyl]biphenyl-2-carboxylate and trifluoroacetic acid. Starting materials: C(CCC)SC1=NC2=C(N1CC1=CC=C(C=C1)C=1C(=CC=CC1)C(=O)OC(C)(C)C)C=CC=C2 (tert.butyl 4'-[(2-n-butylthio-benzimidazol-1-yl)-methyl]biphenyl-2-carboxylate), FC(C(=O)O)(F)F (trifluoroacetic acid). Product: C(CCC)SC1=NC2=C(N1CC1=CC=C(C=C1)C=1C(=CC=CC1)C(=O)O)C=CC=C2 (4'-[(2-n-Butylthio-benzimidazol-1-yl)-methyl]biphenyl-2-carboxylic acid). As a reaction SMILES: [CH2:1]([S:5][C:6]1[N:10]([CH2:11][C:12]2[CH:17]=[CH:16][C:15]([C:18]3[C:19]([C:24]([O:26]C(C)(C)C)=[O:25])=[CH:20][CH:21]=[CH:22][CH:23]=3)=[CH:14][CH:13]=2)[C:9]2[CH:31]=[CH:32][CH:33]=[CH:34][C:8]=2[N:7]=1)[CH2:2][CH2:3][CH3:4].FC(F)(F)C(O)=O>>[CH2:1]([S:5][C:6]1[N:10]([CH2:11][C:12]2[CH:17]=[CH:16][C:15]([C:18]3[C:19]([C:24]([OH:26])=[O:25])=[CH:20][CH:21]=[CH:22][CH:23]=3)=[CH:14][CH:13]=2)[C:9]2[CH:31]=[CH:32][CH:33]=[CH:34][C:8]=2[N:7]=1)[CH2:2][CH2:3][CH3:4]. The reactants are OC1=C(C=CC=C1)C1=CC(CC1)=O (3-(2-hydroxyphenyl)-2-cyclopenten-1-one), N1CCCCC1 (piperidine), C(Br)C1CO1 (epibromohydrin). The product is O1C(COC2=C(C=CC=C2)C2=CC(CC2)=O)C1 (3-[2-(2,3-epoxypropoxy)phenyl]-2-cyclopenten-1-one). As a reaction SMILES: [OH:1][C:2]1[CH:7]=[CH:6][CH:5]=[CH:4][C:3]=1[C:8]1[CH2:12][CH2:11][C:10](=[O:13])[CH:9]=1.N1CCCCC1.[CH2:20]([CH:22]1[O:24][CH2:23]1)Br>>[O:24]1[CH2:23][CH:22]1[CH2:20][O:1][C:2]1[CH:7]=[CH:6][CH:5]=[CH:4][C:3]=1[C:8]1[CH2:12][CH2:11][C:10](=[O:13])[CH:9]=1. Reported procedure: 2.0 g 3-(2-hydroxyphenyl)-2-cyclopenten-1-one are stirred with 30 ml epibromohydrin and catalytic amounts of piperidine for 1 hour at 100° C. After concentration, the mixture of epoxy- and bromohydrin is separated by high-pressure liquid chromatography. In this manner, 2 g 3-[2-(2,3-epoxypropoxy)phenyl]-2-cyclopenten-1-one are obtained as an oil which is then dissolved in 20 ml t-butanol. 2 ml of t-butylamine were added and the mixture is stirred at room temperature for 48 hours. Reactants: Cl.C(C)(=O)OCC (hydrochloric acid ethyl acetate), C(CCC)OCCOC1=CC=C(C=C1)C=1C=CC2=C(C=C(CCN2CC(C)C)C(=O)NC2=CC=C(C=C2)S(=O)CC2=C(C=CC=C2)OCOC)C1 (7-[4-(2-butoxyethoxy)phenyl]-1-isobutyl-N-[4-[[2-(methoxymethoxy)benzyl]sulfinyl]phenyl]-2,3-dihydro-1-benzazepine-4-carboxamide), C([O-])(O)=O.[Na+] (sodium bicarbonate). Solvent: CO (methanol). Reaction conditions: time 15 minute. Yields the product C(CCC)OCCOC1=CC=C(C=C1)C=1C=CC2=C(C=C(CCN2CC(C)C)C(=O)NC2=CC=C(C=C2)S(=O)CC2=C(C=CC=C2)O)C1 (7-[4-(2-butoxyethoxy)phenyl]-N-[4-[(2-hydroxybenzyl)sulfinyl]phenyl]-1-isobutyl-2,3-dihydro-1-benzazepine-4-carboxamide). The yield is 46.4%. RXN SMILES: [CH2:1]([O:5][CH2:6][CH2:7][O:8][C:9]1[CH:14]=[CH:13][C:12]([C:15]2[CH:16]=[CH:17][C:18]3[N:24]([CH2:25][CH:26]([CH3:28])[CH3:27])[CH2:23][CH2:22][C:21]([C:29]([NH:31][C:32]4[CH:37]=[CH:36][C:35]([S:38]([CH2:40][C:41]5[CH:46]=[CH:45][CH:44]=[CH:43][C:42]=5[O:47]COC)=[O:39])=[CH:34][CH:33]=4)=[O:30])=[CH:20][C:19]=3[CH:51]=2)=[CH:11][CH:10]=1)[CH2:2][CH2:3][CH3:4].Cl.C(OCC)(=O)C.C(=O)(O)[O-].[Na+]>CO>[CH2:1]([O:5][CH2:6][CH2:7][O:8][C:9]1[CH:10]=[CH:11][C:12]([C:15]2[CH:16]=[CH:17][C:18]3[N:24]([CH2:25][CH:26]([CH3:27])[CH3:28])[CH2:23][CH2:22][C:21]([C:29]([NH:31][C:32]4[CH:33]=[CH:34][C:35]([S:38]([CH2:40][C:41]5[CH:46]=[CH:45][CH:44]=[CH:43][C:42]=5[OH:47])=[O:39])=[CH:36][CH:37]=4)=[O:30])=[CH:20][C:19]=3[CH:51]=2)=[CH:13][CH:14]=1)[CH2:2][CH2:3][CH3:4] |f:1.2,3.4|. Procedure: 7-[4-(2-butoxyethoxy)phenyl]-1-isobutyl-N-[4-[[2-(methoxymethoxy)benzyl]sulfinyl]phenyl]-2,3-dihydro-1-benzazepine-4-carboxamide (0.69 g) was dissolved in methanol (13.8 ml), 4N hydrochloric acid/ethyl acetate (3.45 ml) was added to the mixture at room temperature, and the mixture was stirred for 15 minutes. The reaction mixture was added to an aqueous solution of saturated sodium bicarbonate, and extracted with ethyl acetate. The solvent was removed under reduced pressure, and the obtained resi... Yields the product CS(=O)(=O)C1=CC=C(C=C1)N(C1CCN(CC1)[C@@H](CCNC(=O)C=1C(=NC=NC1C)C)C)CC1=CSC=C1 (4,6-Dimethyl-pyrimidine-5-carboxylic acid ((R)-3-{4-[(4-methanesulfonyl-phenyl)-thiophen-3-ylmethyl-amino]-piperidin-1-yl}-butyl)-amide). Run in O (H2O). Run at temperature -15 celsius, time 15 minute. Starting materials: CSC1=CC=C(C=C1)N(C1CCN(CC1)[C@@H](CCNC(=O)C=1C(=NC=NC1C)C)C)CC1=CSC=C1 (4,6-Dimethyl-pyrimidine-5-carboxylic acid ((R)-3-{4-[(4-methylsulfanyl-phenyl)-thiophen-3-ylmethyl-amino]-piperidin-1-yl}-butyl)-amide), CO (MeOH), OOS(=O)[O-].[K+] (OXONE). The yield is 23.0%. RXN SMILES: CS[C:3]1[CH:8]=[CH:7][C:6]([N:9]([CH2:31][C:32]2[CH:36]=[CH:35][S:34][CH:33]=2)[CH:10]2[CH2:15][CH2:14][N:13]([C@H:16]([CH3:30])[CH2:17][CH2:18][NH:19][C:20]([C:22]3[C:23]([CH3:29])=[N:24][CH:25]=[N:26][C:27]=3[CH3:28])=[O:21])[CH2:12][CH2:11]2)=[CH:5][CH:4]=1.O[O:38][S:39]([O-:41])=O.[K+].[CH3:43]O>O>[CH3:43][S:39]([C:3]1[CH:4]=[CH:5][C:6]([N:9]([CH2:31][C:32]2[CH:36]=[CH:35][S:34][CH:33]=2)[CH:10]2[CH2:15][CH2:14][N:13]([C@H:16]([CH3:30])[CH2:17][CH2:18][NH:19][C:20]([C:22]3[C:27]([CH3:28])=[N:26][CH:25]=[N:24][C:23]=3[CH3:29])=[O:21])[CH2:12][CH2:11]2)=[CH:7][CH:8]=1)(=[O:41])=[O:38] |f:1.2|. Reported procedure: To a solution of COMPOUND 307 (273 mg, 0.522 mmol) in MeOH (5 mL) cooled to −15° C. was added a solution of OXONE® (1.41 g, 2.30 mmol) in H2O (5 mL) and the mixture was stirred at −15° C. for 15 minutes. Standard work-up and purification afforded COMPOUND 308 as a white solid (69 mg, 23%). 1H NMR (CDCl3) δ 0.96-1.25 (m, 2H), 1.03 (d, 3H, J=6.6 Hz), 1.54-1.61 (m, 1H), 1.71-1.84 (m, 3H), 2.21 (t, 1H, J=10.2 Hz), 2.53 (s, 6H), 2.60 (t, 1H, J=11.1 Hz), 2.77-2.92 (m, 3H), 2.99 (s, 3H), 3.31-3.38 (m, ...